This data is from the Open Reaction Database (ORD), a public repository of structured organic reaction records. The task is: describe an organic reaction: reactants, conditions, products, and yield Starting materials: FC(C=1C=CC=2N(N1)C=C(N2)NC(=O)C2CC2)(C2=NN=C1N2C=C(C=C1)C=1C=NN(C1)C)F (N-(6-(Difluoro(6-(1-methyl-1H-pyrazol-4-yl)-[1,2,4]triazolo[4,3-a]pyridin-3-yl)methyl)imidazo[1,2-b]pyridazin-2-yl)cyclopropanecarboxamide), CO (MeOH), O (water). Solvent: Cl (HCl). Yields the product FC(C=1C=CC=2N(N1)C=C(N2)N)(C2=NN=C1N2C=C(C=C1)C=1C=NN(C1)C)F (6-(difluoro(6-(1-methyl-1H-pyrazol-4-yl)-[1,2,4]triazolo[4,3-a]pyridin-3-yl)methyl)imidazo[1,2-b]pyridazin-2-amine). Isolated yield 35.4%. As a reaction SMILES: [F:1][C:2]([F:33])([C:18]1[N:22]2[CH:23]=[C:24]([C:27]3[CH:28]=[N:29][N:30]([CH3:32])[CH:31]=3)[CH:25]=[CH:26][C:21]2=[N:20][N:19]=1)[C:3]1[CH:4]=[CH:5][C:6]2[N:7]([CH:9]=[C:10]([NH:12]C(C3CC3)=O)[N:11]=2)[N:8]=1.CO.O>Cl>[F:33][C:2]([F:1])([C:18]1[N:22]2[CH:23]=[C:24]([C:27]3[CH:28]=[N:29][N:30]([CH3:32])[CH:31]=3)[CH:25]=[CH:26][C:21]2=[N:20][N:19]=1)[C:3]1[CH:4]=[CH:5][C:6]2[N:7]([CH:9]=[C:10]([NH2:12])[N:11]=2)[N:8]=1. Reported procedure: A solution of 45 (100 mg) in 3N HCl:50% MeOH:water was heated at 50° C. for 3 hrs. The reaction was concentrated and purified by preparative LCMS to provide the title compound, 6-(difluoro(6-(1-methyl-1H-pyrazol-4-yl)-[1,2,4]triazolo[4,3-a]pyridin-3-yl)methyl)imidazo[1,2-b]pyridazin-2-amine (30 mg) as the TFA salt. 1H NMR (400 MHz, DMSO-d6) δ ppm 3.89 (s, 3 H) 7.46 (br. s., 1 H) 7.51-7.58 (m, 1 H) 7.90 (dd, J=9.47, 1.39 Hz, 1 H) 7.93-7.99 (m, 1 H) 8.04 (d, J=9.60 Hz, 1 H) 8.08 (s, 1 H) 8.39-8.43...